From a dataset of the Open Reaction Database (ORD), a public repository of structured organic reaction records. describe an organic reaction: reactants, conditions, products, and yield The reactants are CCN=C=NCCCN(C)C, CN(C)c1ccncc1, COc1ccc(C(=O)O)cc1Cl, COC(=O)c1ccccc1N, CN(C)C=O. Yields the product COC(=O)c1ccccc1NC(=O)c1ccc(OC)c(Cl)c1. RXN SMILES: [CH3:24][CH2:25][N:26]=[C:27]=[N:28][CH2:29][CH2:30][CH2:31][N:32]([CH3:33])[CH3:34].[CH3:40][N:41]([c:42]1[cH:43][cH:44][n:45][cH:46][cH:47]1)[CH3:48].[Cl:12][c:13]1[cH:14][c:15]([C:16](=[O:17])[OH:18])[cH:19][cH:20][c:21]1[O:22][CH3:23].[NH2:1][c:2]1[c:3]([C:4](=[O:5])[O:6][CH3:7])[cH:8][cH:9][cH:10][cH:11]1.[O:35]=[CH:36][N:37]([CH3:38])[CH3:39]>>[NH:1]([c:2]1[c:3]([C:4](=[O:5])[O:6][CH3:7])[cH:8][cH:9][cH:10][cH:11]1)[C:16]([c:15]1[cH:14][c:13]([Cl:12])[c:21]([O:22][CH3:23])[cH:20][cH:19]1)=[O:17]. Reactants: aqueous solution, C(C)(CC)SC=1SC=C(N1)OS(=O)(=O)C (2-sec-butylthio-4-methylsulfonyloxy-1,3-thiazole), OO (hydrogen peroxide), O (water), [OH-].[Na+] (sodium hydroxide). Run in C(C)(=O)O (acetic acid). Product: C(C)(CC)S(=O)C=1SC=C(N1)OS(=O)(=O)C (2-sec-butylsulfinyl-4-methylsulfonyloxy-1,3-thiazole). Yield: 49.7%. Reaction SMILES: [CH:1]([S:5][C:6]1[S:7][CH:8]=[C:9]([O:11][S:12]([CH3:15])(=[O:14])=[O:13])[N:10]=1)([CH2:3][CH3:4])[CH3:2].[OH:16]O.O.[OH-].[Na+]>C(O)(=O)C>[CH:1]([S:5]([C:6]1[S:7][CH:8]=[C:9]([O:11][S:12]([CH3:15])(=[O:13])=[O:14])[N:10]=1)=[O:16])([CH2:3][CH3:4])[CH3:2] |f:3.4|. Procedure details: 4.0 g of 2-sec-butylthio-4-methylsulfonyloxy-1,3-thiazole was dissolved in 15 ml of acetic acid, and 2.2 ml of 35% aqueous hydrogen peroxide was added to the solution at room temperature, followed by reaction at 30° to 40° C. for 4 hours. The reaction mixture was poured into chilled water, neutralized by 5% aqueous solution of sodium hydroxide, and extracted with ethyl acetate. The extract was washed with a saturated aqueous solution of common salt, dried over anhydrous sodium sulfate and concen...